Dataset: the Open Reaction Database (ORD), a public repository of structured organic reaction records. Task: describe an organic reaction: reactants, conditions, products, and yield The reactants are ClC=1C=C(C=CC1)N1N=C2C3=C(CCC2CC1=O)C=NC=C3 (2-(3-Chlorophenyl)-4,4a,5,6-tetrahydropyrido[3,4-h]cinnolin-3(2H)-one), O1CCCC1.B (Borane tetrahydrofuran), Cl (hydrochloric acid). The solvent is CO (methanol). Run at time 16 hour. Yields the product ClC=1C=C(C=CC1)N1N=C2C3=C(CCC2CC1)C=NC=C3 (2-(3-Chlorophenyl)-2,3,4,4a,5,6-hexahydropyrido[3,4-h]cinnoline). Isolated yield 22.2%. RXN SMILES: [Cl:1][C:2]1[CH:3]=[C:4]([N:8]2[C:17](=O)[CH2:16][CH:15]3[C:10]([C:11]4[CH:22]=[CH:21][N:20]=[CH:19][C:12]=4[CH2:13][CH2:14]3)=[N:9]2)[CH:5]=[CH:6][CH:7]=1.O1CCCC1.B.Cl>CO>[Cl:1][C:2]1[CH:3]=[C:4]([N:8]2[CH2:17][CH2:16][CH:15]3[C:10]([C:11]4[CH:22]=[CH:21][N:20]=[CH:19][C:12]=4[CH2:13][CH2:14]3)=[N:9]2)[CH:5]=[CH:6][CH:7]=1 |f:1.2|. Reported procedure: 2-(3-Chlorophenyl)-4,4a,5,6-tetrahydropyrido[3,4-h]cinnolin-3(2H)-one (from Example 5 above; 66 mg) was placed in a flask under nitrogen. Borane tetrahydrofuran complex (1.0M in THF; 3 ml) was added and the solution stirred for 16 hours at ambient temperature. The mixture was added to methanol (3 ml) with stirring and then concentrated hydrochloric acid (0.5 ml) was added cautiously. The mixture was heated under reflux for 30 minutes, then cooled to room temperature and the volatiles removed on ... Yields the product CSC1=NN2C(C=N1)=CC=C2C2=C(C=CC=C2)O (2-(2-Methylsulfanyl-pyrrolo[2,1-f][1,2,4]triazin-7-yl)-phenol). The reagents and catalysts are C(C)(=O)[O-].[Pd+2].C(C)(=O)[O-] (Palladium Acetate). Reaction conditions: time 10 minute. Solvent: [Cl-].[Na+].O (Brine). Procedure details: Palladium Acetate (0.365 g, 0.00162 mol) and Triphenylphosphine (0.442 g, 0.00168 mol) were dissolved in Tetrahydrofuran (20 mL, 0.3 mol) and the mixture was stirred at room temperature for 10 minutes. 7-Bromo-2-methylsulfanyl-pyrrolo[2,1-f][1,2,4]triazine (1.943 g, 0.007959 mol) was added and the reaction was stirred for another 10 minutes. 2-hydroxyphenyl boronic acid (3.09 g, 0.022 mol) was added followed by saturated sodium carbonate solution (7.6 mL) and Ethanol (20 mL, 0.4 mol;). The react... Reaction SMILES: C1(P(C2C=CC=CC=2)C2C=CC=CC=2)C=CC=CC=1.O1CCCC1.Br[C:26]1[N:34]2[C:29]([CH:30]=[N:31][C:32]([S:35][CH3:36])=[N:33]2)=[CH:28][CH:27]=1.[OH:37][C:38]1[CH:43]=[CH:42][CH:41]=[CH:40][C:39]=1B(O)O.C(=O)([O-])[O-].[Na+].[Na+].C(O)C>[Cl-].[Na+].O.C([O-])(=O)C.[Pd+2].C([O-])(=O)C>[CH3:36][S:35][C:32]1[N:31]=[CH:30][C:29]2=[CH:28][CH:27]=[C:26]([C:39]3[CH:40]=[CH:41][CH:42]=[CH:43][C:38]=3[OH:37])[N:34]2[N:33]=1 |f:4.5.6,8.9.10,11.12.13|. The yield is 93.8%. Reactants: C1(=CC=CC=C1)P(C1=CC=CC=C1)C1=CC=CC=C1 (Triphenylphosphine), O1CCCC1 (Tetrahydrofuran), OC1=C(C=CC=C1)B(O)O (2-hydroxyphenyl boronic acid), C([O-])([O-])=O.[Na+].[Na+] (sodium carbonate), BrC1=CC=C2C=NC(=NN21)SC (7-Bromo-2-methylsulfanyl-pyrrolo[2,1-f][1,2,4]triazine), C(C)O (Ethanol). The reactants are CCOC(CCNC(=O)C(NC(=O)OCc1ccccc1)C(C)O)OCC, Cl, C1CCOC1. The product is CC(O)C(NC(=O)OCc1ccccc1)C(=O)NCCC=O. Reaction SMILES: [CH2:1]([c:2]1[cH:3][cH:4][cH:5][cH:6][cH:7]1)[O:8][C:9]([NH:10][CH:11]([CH:12]([CH3:13])[OH:14])[C:15]([NH:16][CH2:17][CH2:18][CH:19]([O:20][CH2:24][CH3:25])[O:21][CH2:22][CH3:23])=[O:26])=[O:27].[ClH:28].[O:29]1[CH2:30][CH2:31][CH2:32][CH2:33]1>>[CH2:1]([c:2]1[cH:3][cH:4][cH:5][cH:6][cH:7]1)[O:8][C:9]([NH:10][CH:11]([CH:12]([CH3:13])[OH:14])[C:15]([NH:16][CH2:17][CH2:18][CH:19]=[O:20])=[O:26])=[O:27]. The reactants are C(C=C)N(C(=O)OC(C)(C)C)C1=CC(=C(C(=C1)OC)B(O)O)OC (4-(N-Allyl-N-tert-butoxycarbonylamino)-2,6-dimethoxybenzeneboronic acid), COC([C@@H](NC(C1=C(C=CC=C1Cl)Cl)=O)CC1=CC=C(C=C1)OS(=O)(=O)C(F)(F)F)=O (N-(2,6-dichlorobenzoyl)-O-(trifluoromethanesulfonyl)-L-tyrosine methyl ester). The product is COC([C@@H](NC(C1=C(C=CC=C1Cl)Cl)=O)CC1=CC=C(C=C1)C1=C(C=C(C=C1OC)N(C(=O)OC(C)(C)C)CC=C)OC)=O (N-(2,6-dichlorobenzoyl)-4-[4-(N-allyl-N-tert-butoxycarbonylamino)-2,6-dimethoxyphenyl]-L-phenylalanine methyl ester). RXN SMILES: [CH2:1]([N:4]([C:12]1[CH:17]=[C:16]([O:18][CH3:19])[C:15](B(O)O)=[C:14]([O:23][CH3:24])[CH:13]=1)[C:5]([O:7][C:8]([CH3:11])([CH3:10])[CH3:9])=[O:6])[CH:2]=[CH2:3].[CH3:25][O:26][C:27](=[O:55])[C@H:28]([CH2:40][C:41]1[CH:46]=[CH:45][C:44](OS(C(F)(F)F)(=O)=O)=[CH:43][CH:42]=1)[NH:29][C:30](=[O:39])[C:31]1[C:36]([Cl:37])=[CH:35][CH:34]=[CH:33][C:32]=1[Cl:38]>>[CH3:25][O:26][C:27](=[O:55])[C@H:28]([CH2:40][C:41]1[CH:42]=[CH:43][C:44]([C:15]2[C:16]([O:18][CH3:19])=[CH:17][C:12]([N:4]([CH2:1][CH:2]=[CH2:3])[C:5]([O:7][C:8]([CH3:11])([CH3:10])[CH3:9])=[O:6])=[CH:13][C:14]=2[O:23][CH3:24])=[CH:45][CH:46]=1)[NH:29][C:30](=[O:39])[C:31]1[C:32]([Cl:38])=[CH:33][CH:34]=[CH:35][C:36]=1[Cl:37]. Procedure: 4-(N-Allyl-N-tert-butoxycarbonylamino)-2,6-dimethoxybenzeneboronic acid and N-(2,6-dichlorobenzoyl)-O-(trifluoromethanesulfonyl)-L-tyrosine methyl ester were coupled by a similar method as described in Example 7-2) to give N-(2,6-dichlorobenzoyl)-4-[4-(N-allyl-N-tert-butoxycarbonylamino)-2,6-dimethoxyphenyl]-L-phenylalanine methyl ester.